This data is from the Open Reaction Database (ORD), a public repository of structured organic reaction records. The task is: describe an organic reaction: reactants, conditions, products, and yield The reactants are Cc1oc2ccccc2c1B1OC(C)(C)C(C)(C)O1, CC(C)(O)C1CCN(Cc2ccc3nc(Cl)nc(N4CCOCC4)c3n2)CC1. Product: Cc1oc2ccccc2c1-c1nc(N2CCOCC2)c2nc(CN3CCC(C(C)(C)O)CC3)ccc2n1. RXN SMILES: [CH3:1][C:2]1([CH3:3])[C:4]([CH3:5])([CH3:6])[O:7][B:8]([c:9]2[c:10]([CH3:18])[o:11][c:12]3[c:13]2[cH:14][cH:15][cH:16][cH:17]3)[O:19]1.[Cl:20][c:21]1[n:22][c:23]([N:42]2[CH2:43][CH2:44][O:45][CH2:46][CH2:47]2)[c:24]2[c:25]([n:26]1)[cH:27][cH:28][c:29]([CH2:31][N:32]1[CH2:33][CH2:34][CH:35]([C:38]([CH3:39])([CH3:40])[OH:41])[CH2:36][CH2:37]1)[n:30]2>>[c:9]1(-[c:21]2[n:22][c:23]([N:42]3[CH2:43][CH2:44][O:45][CH2:46][CH2:47]3)[c:24]3[c:25]([n:26]2)[cH:27][cH:28][c:29]([CH2:31][N:32]2[CH2:33][CH2:34][CH:35]([C:38]([CH3:39])([CH3:40])[OH:41])[CH2:36][CH2:37]2)[n:30]3)[c:10]([CH3:18])[o:11][c:12]2[c:13]1[cH:14][cH:15][cH:16][cH:17]2.